This data is from the Open Reaction Database (ORD), a public repository of structured organic reaction records. The task is: describe an organic reaction: reactants, conditions, products, and yield Reactants: COC(=O)C(N)Cc1ccccc1, ClCCl, Cl, O=C(Cl)c1ccc([N+](=O)[O-])cc1, c1ccncc1. The product is COC(=O)C(Cc1ccccc1)NC(=O)c1ccc([N+](=O)[O-])cc1. As a reaction SMILES: [CH3:2][O:3][C:4]([CH:5]([NH2:6])[CH2:7][c:8]1[cH:9][cH:10][cH:11][cH:12][cH:13]1)=[O:14].[Cl:27][CH2:28][Cl:29].[ClH:1].[N+:15](=[O:16])([O-:17])[c:18]1[cH:19][cH:20][c:21]([C:22](=[O:23])[Cl:24])[cH:25][cH:26]1.[cH:30]1[cH:31][cH:32][n:33][cH:34][cH:35]1>>[CH3:2][O:3][C:4]([CH:5]([NH:6][C:22]([c:21]1[cH:20][cH:19][c:18]([N+:15](=[O:16])[O-:17])[cH:26][cH:25]1)=[O:23])[CH2:7][c:8]1[cH:9][cH:10][cH:11][cH:12][cH:13]1)=[O:14].